This data is from the Open Reaction Database (ORD), a public repository of structured organic reaction records. The task is: describe an organic reaction: reactants, conditions, products, and yield Starting materials: NCC[NH-].C(=O)(O)COC1=CC=C(C=C1)C1=NC=2N(C(N(C(C2N1)=O)CCC)=O)CCC (8-(4'-Carboxymethyloxyphenyl)-1,3-dipropyl xanthine 2-aminoethylamide), ON1[C@H]2CS[C@@H](CCCC(C(O)=O)N3C(CCC3=O)=O)[C@H]2NC1=O (N-Hydroxysuccinimido-d-biotin), CO (methanol), CCOCC (ether). The solvent is CN(C)C=O (DMF). The product is C(CCCC[C@@H]1SC[C@@H]2NC(=O)N[C@H]12)(=O)NCC[NH-].C(=O)(O)COC1=CC=C(C=C1)C1=NC=2N(C(N(C(C2N1)=O)CCC)=O)CCC (8-(4'-Carboxymethyloxyphenyl)-1,3-dipropylxanthine 2-(biotinylamino)ethylamide). Reaction SMILES: [NH2:1][CH2:2][CH2:3][NH-:4].[C:5]([CH2:8][O:9][C:10]1[CH:15]=[CH:14][C:13]([C:16]2[NH:24][C:23]3[C:22](=[O:25])[N:21]([CH2:26][CH2:27][CH3:28])[C:20](=[O:29])[N:19]([CH2:30][CH2:31][CH3:32])[C:18]=3[N:17]=2)=[CH:12][CH:11]=1)([OH:7])=[O:6].O[N:34]1[C:55](=[O:56])[NH:54][C@H:53]2[C@@H:35]1[CH2:36][S:37][C@H:38]2[CH2:39][CH2:40][CH2:41][CH:42](N1C(=O)CCC1=O)[C:43](=[O:45])O.CO.CCOCC>CN(C=O)C>[C:43]([NH:1][CH2:2][CH2:3][NH-:4])(=[O:45])[CH2:42][CH2:41][CH2:40][CH2:39][C@H:38]1[C@@H:53]2[C@@H:35]([NH:34][C:55]([NH:54]2)=[O:56])[CH2:36][S:37]1.[C:5]([CH2:8][O:9][C:10]1[CH:11]=[CH:12][C:13]([C:16]2[NH:24][C:23]3[C:22](=[O:25])[N:21]([CH2:26][CH2:27][CH3:28])[C:20](=[O:29])[N:19]([CH2:30][CH2:31][CH3:32])[C:18]=3[N:17]=2)=[CH:14][CH:15]=1)([OH:7])=[O:6] |f:0.1,6.7|. Procedure: Compound 6d (24.1 mg, 0.056 mmol) was suspended in 1 ml DMF. N-Hydroxysuccinimido-d-biotin (Sigma, 23.6 mg, 0.069 mmol) was added with stirring. A solution formed after several minutes, and a precipitate appeared soon thereafter. After one day methanol (1 ml) and ether were added. The precipitate was collected and dried (yield 26.6 mg, 73%). The reactants are C(C)(C)(C)OC(=O)N1C[C@H](CC1)[C@@H](CO)O ((S)-3-((S)-1,2-Dihydroxyethyl)pyrrolidine-1-carboxylic acid t-butyl ester), N1C=NC=C1 (imidazole), Hexanes, CC1CCCO1 (MeTHF), CC(C)([O-])C.[Na+] (Sodium t-butoxide), C1CCOC1 (THF), O (H2O). Conditions: temperature 0 celsius, time 15 minute. Yields the product C(C)(C)(C)OC(=O)N1C[C@H](CC1)[C@@H]1OC1 ((S)-(S)-3-Oxiranylpyrrolidine-1-carboxylic Acid t-Butyl Ester). Isolated yield 104.2%. As a reaction SMILES: [C:1]([O:5][C:6]([N:8]1[CH2:12][CH2:11][C@H:10]([C@H:13]([OH:16])[CH2:14]O)[CH2:9]1)=[O:7])([CH3:4])([CH3:3])[CH3:2].CC1OCCC1.CC(C)([O-])C.[Na+].C1COCC1.N1C=CN=C1.O>>[C:1]([O:5][C:6]([N:8]1[CH2:12][CH2:11][C@H:10]([C@H:13]2[CH2:14][O:16]2)[CH2:9]1)=[O:7])([CH3:2])([CH3:3])[CH3:4] |f:2.3|. Procedure: (S)-3-((S)-1,2-Dihydroxyethyl)pyrrolidine-1-carboxylic acid t-butyl ester (230 g, 990 mmol, 1.0 eq.) was combined with MeTHF (4.9 kg, 57 mol) and cooled to 0° C. 2.0 M Sodium t-butoxide in THF (994 mL, 2.0 eq.) was added drop wise over 20 minutes. The mixture was stirred at −1° C. for 15 minutes, then cooled to −7° C. p-Tolylsulfonyl)imidazole (243 g, 1.1 mol, 1.1 eq.) was added and the resulting mixture was stirred at 0° C. for 2 hours. The reaction was quenched with cold H2O (5.7 kg, 320 mol).... Yield: 59.2%. Reported procedure: 2.0 g of 4-chloro-3-nitrophenol was dissolved in 15 ml of N,N-dimethylformamide. Thereto was added 490 mg of sodium hydride (purity: 60%) in 10 minutes at 5°-10° C. Then, 1.53 g of benzyl chloride was added dropwise in 10 minutes. Stirring was conducted for 1 hour at 70° C. The reaction mixture was introduced into a mixture of 50 ml of ice water and 50 ml of ethyl acetate. The resulting organic layer was separated, washed with water and a saturated aqueous sodium chloride solution in this order,... Run in CN(C=O)C (N,N-dimethylformamide). Starting materials: ClC1=C(C=C(C=C1)O)[N+](=O)[O-] (4-chloro-3-nitrophenol), [H-].[Na+] (sodium hydride), C(C1=CC=CC=C1)Cl (benzyl chloride), ice water, C(C)(=O)OCC (ethyl acetate). Reaction SMILES: [Cl:1][C:2]1[CH:7]=[CH:6][C:5]([OH:8])=[CH:4][C:3]=1[N+:9]([O-:11])=[O:10].[H-].[Na+].[CH2:14](Cl)[C:15]1[CH:20]=[CH:19][CH:18]=[CH:17][CH:16]=1.C(OCC)(=O)C>CN(C)C=O>[CH2:14]([O:8][C:5]1[CH:6]=[CH:7][C:2]([Cl:1])=[C:3]([N+:9]([O-:11])=[O:10])[CH:4]=1)[C:15]1[CH:20]=[CH:19][CH:18]=[CH:17][CH:16]=1 |f:1.2|. The product is C(C1=CC=CC=C1)OC1=CC(=C(C=C1)Cl)[N+](=O)[O-] (4-benzyloxy-2-nitro-chlorobenzene). Run at time 1 hour.